This data is from the Open Reaction Database (ORD), a public repository of structured organic reaction records. The task is: describe an organic reaction: reactants, conditions, products, and yield Starting materials: solution, C(C(=O)Cl)(=O)Cl (oxalyl chloride), C(#N)C1=CC=C(C=C1)C(C(=O)O)CC1CCCC1 (2-(4-cyano-phenyl)-3-cyclopentyl-propionic acid), NC=1SC=CN1 (2-aminothiazole), C(C)(C)N(C(C)C)CC (N,N-diisopropylethylamine). Reagents/catalysts: CN(C=O)C (N,N-dimethylformamide). Solvent: C(Cl)Cl (methylene chloride), C(Cl)Cl (methylene chloride), O1CCCC1 (tetrahydrofuran). Conditions: temperature 25 celsius, time 30 minute. Product: hexanes ethyl acetate, C(#N)C1=CC=C(C=C1)C(C(=O)NC=1SC=CN1)CC1CCCC1 (2-(4-cyano-phenyl)-3-cyclopentyl-N-thiazol-2-yl-propionamide). The yield is 104.2%. As a reaction SMILES: [C:1]([C:3]1[CH:8]=[CH:7][C:6]([CH:9]([CH2:13][CH:14]2[CH2:18][CH2:17][CH2:16][CH2:15]2)[C:10]([OH:12])=O)=[CH:5][CH:4]=1)#[N:2].C(Cl)(=O)C(Cl)=O.[NH2:25][C:26]1[S:27][CH:28]=[CH:29][N:30]=1.C(N(CC)C(C)C)(C)C>C(Cl)Cl.CN(C)C=O.O1CCCC1>[C:1]([C:3]1[CH:4]=[CH:5][C:6]([CH:9]([CH2:13][CH:14]2[CH2:18][CH2:17][CH2:16][CH2:15]2)[C:10]([NH:25][C:26]2[S:27][CH:28]=[CH:29][N:30]=2)=[O:12])=[CH:7][CH:8]=1)#[N:2]. Reported procedure: A solution of 2-(4-cyano-phenyl)-3-cyclopentyl-propionic acid (33.0 mg, 0.13 mmol) in methylene chloride (1.36 mL) was cooled to 0° C. and then treated with a 2.0M solution of oxalyl chloride in methylene chloride (0.07 mL, 0.14 mmol) and a few drops of N,N-dimethylformamide. The reaction mixture was stirred at 0° C. for 10 min and at 25° C. for 30 min. The reaction mixture was then treated with a solution of 2-aminothiazole (30.0 mg, 0.29 mmol) and N,N-diisopropylethylamine (0.05 mL, 0.32 mmol)...